From a dataset of the Open Reaction Database (ORD), a public repository of structured organic reaction records. describe an organic reaction: reactants, conditions, products, and yield Starting materials: CS(=O)(=O)Cl, Cl, CN(C)C=O, C1=C(c2cc3c(Nc4ccc5[nH]ncc5c4)ncnc3[nH]2)CCNC1. Product: CS(=O)(=O)N1CC=C(c2cc3c(Nc4ccc5[nH]ncc5c4)ncnc3[nH]2)CC1. As a reaction SMILES: [CH3:27][S:28]([Cl:29])(=[O:30])=[O:31].[ClH:1].[O:32]=[CH:33][N:34]([CH3:35])[CH3:36].[nH:2]1[n:3][cH:4][c:5]2[cH:6][c:7]([NH:11][c:12]3[c:13]4[c:14]([n:15][cH:16][n:17]3)[nH:18][c:19]([C:21]3=[CH:26][CH2:25][NH:24][CH2:23][CH2:22]3)[cH:20]4)[cH:8][cH:9][c:10]12>>[nH:2]1[n:3][cH:4][c:5]2[cH:6][c:7]([NH:11][c:12]3[c:13]4[c:14]([n:15][cH:16][n:17]3)[nH:18][c:19]([C:21]3=[CH:26][CH2:25][N:24]([S:28]([CH3:27])(=[O:30])=[O:31])[CH2:23][CH2:22]3)[cH:20]4)[cH:8][cH:9][c:10]12. Reactants: C(C)(C)(C)[Si](OC1=C(C=C(C=C1)CC(C(=O)O)OC)OC)(C)C (3-[4-(tert-butyl-dimethyl-silanyloxy)-3-methoxy-phenyl]-2-methoxy-propionic acid), S(O)(O)(=O)=O (sulfuric acid), C(C)O (ethanol). Reaction conditions: time 17 hour. Yields the product C(C)OC(C(CC1=CC(=C(C=C1)O)OC)OC)=O (3-(4-hydroxy-3-methoxy-phenyl)-2-methoxy-propionic acid ethyl ester). The yield is 98.0%. As a reaction SMILES: C([Si](C)(C)[O:6][C:7]1[CH:12]=[CH:11][C:10]([CH2:13][CH:14]([O:18][CH3:19])[C:15]([OH:17])=[O:16])=[CH:9][C:8]=1[O:20][CH3:21])(C)(C)C.S(=O)(=O)(O)O.[CH2:29](O)[CH3:30]>>[CH2:29]([O:17][C:15](=[O:16])[CH:14]([O:18][CH3:19])[CH2:13][C:10]1[CH:11]=[CH:12][C:7]([OH:6])=[C:8]([O:20][CH3:21])[CH:9]=1)[CH3:30]. Reported procedure: To a solution of 3-[4-(tert-butyl-dimethyl-silanyloxy)-3-methoxy-phenyl]-2-methoxy-propionic acid (356 mg, 1.05 mmol) in absolute ethanol (8 mL) was added concentrated sulfuric acid (0.033 mL, 0.63 mmol). The reaction mixture was allowed to stir at room temperature for 17 hours. The solution was concentrated under vacuum, and water (10 mL) and solid NaHCO3 were added to neutralize the residue. The aqueous phase was extracted with ethyl acetate (2×10 mL). The combined organic layers were washed w...